From a dataset of the Open Reaction Database (ORD), a public repository of structured organic reaction records. describe an organic reaction: reactants, conditions, products, and yield The reactants are [OH-].[Na+] (NaOH), C([O-])(O)=O.[Na+] (sodium bicarbonate), ClC1=C(O[C@@H](C(=O)Cl)C)C=CC(=C1)Cl ((R)-2-(2,4-dichlorophenoxy)propionyl chloride), NC(C#N)(C(C)C)C (2-amino-2,3-dimethylbutyronitrile). The solvent is O (water), C1(=CC=CC=C1)C (toluene), C1(=CC=CC=C1)C (toluene). Reaction conditions: temperature 55 celsius, time 0.5 hour. Yields the product C(#N)C(C(C)C)(C)NC(C(C)OC1=C(C=C(C=C1)Cl)Cl)=O (N-(1-Cyano-1,2-dimethylpropyl)-2-(2,4-dichlorophenoxy)propionamide). The yield is 94.8%. Reaction SMILES: C(=O)(O)[O-].[Na+].[NH2:6][C:7]([CH3:13])([CH:10]([CH3:12])[CH3:11])[C:8]#[N:9].[Cl:14][C:15]1[CH:26]=[C:25]([Cl:27])[CH:24]=[CH:23][C:16]=1[O:17][C@H:18]([CH3:22])[C:19](Cl)=[O:20].[OH-].[Na+]>O.C1(C)C=CC=CC=1>[C:8]([C:7]([NH:6][C:19](=[O:20])[CH:18]([O:17][C:16]1[CH:23]=[CH:24][C:25]([Cl:27])=[CH:26][C:15]=1[Cl:14])[CH3:22])([CH3:13])[CH:10]([CH3:12])[CH3:11])#[N:9] |f:0.1,4.5|. Procedure: A stirred mixture of sodium bicarbonate (1.446 kg; 17.2 mol) in water at -3° to 3° C. is treated with a toluene solution of 2-amino-2,3-dimethylbutyronitrile (1.51 kg, 13.46 mol) over a 15 minute period, then treated sequentially with a toluene solution of (R)-2-(2,4-dichlorophenoxy)propionyl chloride (3.346 kg, 13.2 mol) over a 1.5 hour period at ice bath temperatures, stirred for 0.5 hours, treated with 50% NaOH (0.396 kg), heated to 55° C. and stirred for 0.5 hours. The resultant mixture is s... Reactants: CC(=O)O, CC(=O)OC(C)=O, CCCCCC, CC(C)c1cccc(C(C)C)c1, O, O=[N+]([O-])O. Yields the product CC(C)c1ccc([N+](=O)[O-])c(C(C)C)c1. As a reaction SMILES: [CH3:17][C:18](=[O:19])[OH:20].[CH3:21][C:22]([O:23][C:24](=[O:25])[CH3:26])=[O:27].[CH3:29][CH2:30][CH2:31][CH2:32][CH2:33][CH3:34].[CH:5]([CH3:6])([CH3:7])[c:8]1[cH:9][c:10]([CH:14]([CH3:15])[CH3:16])[cH:11][cH:12][cH:13]1.[OH2:28].[OH:1][N+:2]([O-:3])=[O:4]>>[O-:1][N+:2](=[O:4])[c:13]1[c:8]([CH:5]([CH3:6])[CH3:7])[cH:9][c:10]([CH:14]([CH3:15])[CH3:16])[cH:11][cH:12]1. Reactants: COc1ccc2c(COc3cccc4[nH]c(C(=O)O)cc34)coc2c1, CC1CN(CCC2(O)CCC(N)CC2)CCC1O. Yields the product COc1ccc2c(COc3cccc4[nH]c(C(=O)NC5CCC(O)(CCN6CCC(O)C(C)C6)CC5)cc34)coc2c1. RXN SMILES: [CH3:1][O:2][c:3]1[cH:4][c:5]2[c:6]([c:7]([CH2:10][O:11][c:12]3[c:13]4[cH:14][c:15]([C:21](=[O:22])[OH:23])[nH:16][c:17]4[cH:18][cH:19][cH:20]3)[cH:8][o:9]2)[cH:24][cH:25]1.[NH2:26][CH:27]1[CH2:28][CH2:29][C:30]([OH:33])([CH2:34][CH2:35][N:36]2[CH2:37][CH:38]([CH3:43])[CH:39]([OH:42])[CH2:40][CH2:41]2)[CH2:31][CH2:32]1>>[CH3:1][O:2][c:3]1[cH:4][c:5]2[c:6]([c:7]([CH2:10][O:11][c:12]3[c:13]4[cH:14][c:15]([C:21](=[O:22])[NH:26][CH:27]5[CH2:28][CH2:29][C:30]([OH:33])([CH2:34][CH2:35][N:36]6[CH2:37][CH:38]([CH3:43])[CH:39]([OH:42])[CH2:40][CH2:41]6)[CH2:31][CH2:32]5)[nH:16][c:17]4[cH:18][cH:19][cH:20]3)[cH:8][o:9]2)[cH:24][cH:25]1. The reactants are CC1CC(C)(N)CC(C)O1, N#CC1CC(F)CN1C(=O)CCl, [I-], [K+], [K+], [Na+], O=C([O-])[O-], C1CCOC1. The product is CC1CC(C)(NCC(=O)N2CC(F)CC2C#N)CC(C)O1. Reaction SMILES: [CH3:1][CH:2]1[O:3][CH:4]([CH3:10])[CH2:5][C:6]([CH3:8])([NH2:9])[CH2:7]1.[Cl:17][CH2:18][C:19](=[O:20])[N:21]1[CH:22]([C:27]#[N:28])[CH2:23][CH:24]([F:26])[CH2:25]1.[I-:29].[K+:11].[K+:12].[Na+:30].[O-:13][C:14]([O-:15])=[O:16].[O:31]1[CH2:32][CH2:33][CH2:34][CH2:35]1>>[CH3:1][CH:2]1[O:3][CH:4]([CH3:10])[CH2:5][C:6]([CH3:8])([NH:9][CH2:18][C:19](=[O:20])[N:21]2[CH:22]([C:27]#[N:28])[CH2:23][CH:24]([F:26])[CH2:25]2)[CH2:7]1. Starting materials: CCO, Clc1ccc2ncnc(Cl)c2c1, Nc1ccc(S(=O)(=O)O)cc1. Yields the product O=S(=O)(O)c1ccc(Nc2ncnc3ccc(Cl)cc23)cc1. Reaction SMILES: [CH3:24][CH2:25][OH:26].[Cl:1][c:2]1[n:3][cH:4][n:5][c:6]2[cH:7][cH:8][c:9]([Cl:12])[cH:10][c:11]12.[S:13](=[O:14])([c:15]1[cH:16][cH:17][c:18]([NH2:21])[cH:19][cH:20]1)(=[O:22])[OH:23]>>[c:2]1([NH:21][c:18]2[cH:17][cH:16][c:15]([S:13](=[O:14])(=[O:22])[OH:23])[cH:20][cH:19]2)[n:3][cH:4][n:5][c:6]2[cH:7][cH:8][c:9]([Cl:12])[cH:10][c:11]12. Starting materials: CP(=O)(C)C1=CC(=C(N)C=C1)S(=O)(=O)C(C)C (4-(dimethylphosphoryl)-2-(propan-2-ylsulfonyl)aniline), ClC1=NC=C(C(=N1)Cl)Cl (2,4,5-trichloropyrimidine), ClC1=NC=C(C(=N1)NC1=C(C=C(C=C1)P(=O)(C)C)S(=O)(=O)C(C)C)Cl (2,5-dichloro-N-[4-(dimethylphosphoryl)-2-(propan-2-ylsulfonyl)phenyl]pyrimidin-4-amine), ClC1=NC=C(C(=N1)NC1=C(C=C(C=C1)P(=O)(C)C)S(=O)(=O)C(C)C)Cl (2,5-dichloro-N-[4-(dimethylphosphoryl)-2-(propan-2-ylsulfonyl)phenyl]pyrimidin-4-amine), N1=C(C=CC=C1)N1CCN(CC1)C1=NN=C(O1)N (5-[4-(pyridin-2-yl)piperazin-1-yl]-1,3,4-oxadiazol-2-amine). Yields the product ClC=1C(=NC(=NC1)NC=1OC(=NN1)N1CCN(CC1)C1=NC=CC=C1)NC1=C(C=C(C=C1)P(=O)(C)C)S(=O)(=O)C(C)C (5-chloro-N4-[4-(dimethylphosphoryl)-2-(propan-2-ylsulfonyl)phenyl]-N2-{5-[4-(pyridin-2-yl)piperazin-1-yl]-1,3,4-oxadiazol-2-yl}pyrimidine-2,4-diamine). Reaction SMILES: CP(C1C=CC(N)=C(S(C(C)C)(=O)=O)C=1)(C)=O.ClC1N=C(Cl)C(Cl)=CN=1.Cl[C:28]1[N:33]=[C:32]([NH:34][C:35]2[CH:40]=[CH:39][C:38]([P:41]([CH3:44])([CH3:43])=[O:42])=[CH:37][C:36]=2[S:45]([CH:48]([CH3:50])[CH3:49])(=[O:47])=[O:46])[C:31]([Cl:51])=[CH:30][N:29]=1.[N:52]1[CH:57]=[CH:56][CH:55]=[CH:54][C:53]=1[N:58]1[CH2:63][CH2:62][N:61]([C:64]2[O:68][C:67]([NH2:69])=[N:66][N:65]=2)[CH2:60][CH2:59]1>>[Cl:51][C:31]1[C:32]([NH:34][C:35]2[CH:40]=[CH:39][C:38]([P:41]([CH3:44])([CH3:43])=[O:42])=[CH:37][C:36]=2[S:45]([CH:48]([CH3:50])[CH3:49])(=[O:47])=[O:46])=[N:33][C:28]([NH:69][C:67]2[O:68][C:64]([N:61]3[CH2:60][CH2:59][N:58]([C:53]4[CH:54]=[CH:55][CH:56]=[CH:57][N:52]=4)[CH2:63][CH2:62]3)=[N:65][N:66]=2)=[N:29][CH:30]=1. Reported procedure: This compound can be prepared as in Example 32 by reacting 4-(dimethylphosphoryl)-2-(propan-2-ylsulfonyl)aniline with 2,4,5-trichloropyrimidine to generate 2,5-dichloro-N-[4-(dimethylphosphoryl)-2-(propan-2-ylsulfonyl)phenyl]pyrimidin-4-amine. 2,5-dichloro-N-[4-(dimethylphosphoryl)-2-(propan-2-ylsulfonyl)phenyl]pyrimidin-4-amine is then reacted with 5-[4-(pyridin-2-yl)piperazin-1-yl]-1,3,4-oxadiazol-2-amine according to the procedure described in Example 32. Reactants: NCC(=O)N[C@H](C(C)(C)C)C(=O)O (Glycyl-3-methyl-D-valine), [Si](C)(C)(C(C)(C)C)O[Si](C)(C)C(C)(C)C (TBDMS-ether), [Si](C)(C)(C(C)(C)C)O[C@@H](CS[C@@H]1[C@H](N(C1=O)C1=CC=C(C=C1)C#CCNS(=O)(=O)C)C1=CC=C(OCC(=O)O)C=C1)C1=CC=C(C=C1)F ({4-[(2R,3R)-3-{[(2R)-2-{[tert-butyl(dimethyl)silyl]oxy}-2-(4-fluorophenyl)ethyl]thio}-1-(4-{3-[(methylsulfonyl)amino]prop-1-yn-1-yl}phenyl)-4-oxoazetidin-2-yl]phenoxy}acetic acid), CN1CCOCC1 (N-methylmorpholine), CN(C)C(=[N+](C)C)ON1C2=C(C=CC=C2)N=N1.[B-](F)(F)(F)F (TBTU). Solvent: CN(C)C=O (DMF). Conditions: temperature 30 celsius, time 1 hour. Product: FC1=CC=C(C=C1)[C@H](CS[C@@H]1[C@H](N(C1=O)C1=CC=C(C=C1)C#CCNS(=O)(=O)C)C1=CC=C(OCC(=O)NCC(=O)N[C@H](C(C)(C)C)C(=O)O)C=C1)O (N-({4-[(2R,3R)-3-{[(2R)-2-(4-fluorophenyl)-2-hydroxyethyl]thio}-1-(4-{3-[(methylsulfonyl)amino]prop-1-yn-1-yl}phenyl)-4-oxoazetidin-2-yl]phenoxy}acetyl)glycyl-3-methyl-D-valine). Reaction SMILES: [Si]([O:8][C@H:9]([C:42]1[CH:47]=[CH:46][C:45]([F:48])=[CH:44][CH:43]=1)[CH2:10][S:11][C@H:12]1[C:15](=[O:16])[N:14]([C:17]2[CH:22]=[CH:21][C:20]([C:23]#[C:24][CH2:25][NH:26][S:27]([CH3:30])(=[O:29])=[O:28])=[CH:19][CH:18]=2)[C@@H:13]1[C:31]1[CH:41]=[CH:40][C:34]([O:35][CH2:36]C(O)=O)=[CH:33][CH:32]=1)(C(C)(C)C)(C)C.CN1CC[O:53][CH2:52]C1.CN(C(ON1N=NC2C=CC=CC1=2)=[N+](C)C)C.[B-](F)(F)(F)F.[NH2:78][CH2:79][C:80]([NH:82][C@@H:83]([C:88]([OH:90])=[O:89])[C:84]([CH3:87])([CH3:86])[CH3:85])=[O:81].[Si](O[Si](C(C)(C)C)(C)C)(C(C)(C)C)(C)C>CN(C=O)C>[F:48][C:45]1[CH:46]=[CH:47][C:42]([C@@H:9]([OH:8])[CH2:10][S:11][C@H:12]2[C:15](=[O:16])[N:14]([C:17]3[CH:18]=[CH:19][C:20]([C:23]#[C:24][CH2:25][NH:26][S:27]([CH3:30])(=[O:28])=[O:29])=[CH:21][CH:22]=3)[C@@H:13]2[C:31]2[CH:41]=[CH:40][C:34]([O:35][CH2:36][C:52]([NH:78][CH2:79][C:80]([NH:82][C@@H:83]([C:88]([OH:90])=[O:89])[C:84]([CH3:85])([CH3:86])[CH3:87])=[O:81])=[O:53])=[CH:33][CH:32]=2)=[CH:43][CH:44]=1 |f:2.3|. Procedure: To a stirred solution of {4-[(2R,3R)-3-{[(2R)-2-{[tert-butyl(dimethyl)silyl]oxy}-2-(4-fluorophenyl)ethyl]thio}-1-(4-{3-[(methylsulfonyl)amino]prop-1-yn-1-yl}phenyl)-4-oxoazetidin-2-yl]phenoxy}acetic acid (19.4 mg, 0.027 mmol) and N-methylmorpholine (9 μl, 0.082 mmol) in DMF (1 ml, dry) was added TBTU (13.0 m, 0.040 mmol) and the reaction mixture was stirred at 30° C. for 1 hour. Glycyl-3-methyl-D-valine (7.1 mg, 0.038 mmol) was added and the reaction mixture was stirred for 1 hour. LC-MS showed ... RXN SMILES: [Br-:3].[C:4](=[O:5])([OH:6])[CH2:7][CH2:8][CH2:9][CH2:10][P+:11]([c:12]1[cH:13][cH:14][cH:15][cH:16][cH:17]1)([c:18]1[cH:19][cH:20][cH:21][cH:22][cH:23]1)[c:24]1[cH:25][cH:26][cH:27][cH:28][cH:29]1.[CH3:40][S:41](=[O:42])[CH3:43].[H-:1].[Na+:2].[c:30]1([CH2:36][CH2:37][CH:38]=[O:39])[cH:31][cH:32][cH:33][cH:34][cH:35]1>>[C:4](=[O:5])([OH:6])[CH2:7][CH2:8][CH2:9][CH:10]=[CH:38][CH2:37][CH2:36][c:30]1[cH:31][cH:32][cH:33][cH:34][cH:35]1. The reactants are [Br-], O=C(O)CCCC[P+](c1ccccc1)(c1ccccc1)c1ccccc1, CS(C)=O, [H-], [Na+], O=CCCc1ccccc1. Product: O=C(O)CCCC=CCCc1ccccc1. The reactants are COc1cc2nccc(Oc3ccc(N)cc3)c2cc1OC, CCO, Cc1cccc(C(=O)N=C=S)c1, Cc1ccccc1. Yields the product COc1cc2nccc(Oc3ccc(NC(=S)NC(=O)c4cccc(C)c4)cc3)c2cc1OC. As a reaction SMILES: [CH3:1][O:2][c:3]1[cH:4][c:5]2[c:6]([O:15][c:16]3[cH:17][cH:18][c:19]([NH2:20])[cH:21][cH:22]3)[cH:7][cH:8][n:9][c:10]2[cH:11][c:12]1[O:13][CH3:14].[CH3:23][CH2:24][OH:25].[CH3:26][c:27]1[cH:28][c:29]([C:33](=[O:34])[N:35]=[C:36]=[S:37])[cH:30][cH:31][cH:32]1.[CH3:38][c:39]1[cH:40][cH:41][cH:42][cH:43][cH:44]1>>[CH3:1][O:2][c:3]1[cH:4][c:5]2[c:6]([O:15][c:16]3[cH:17][cH:18][c:19]([NH:20][C:36]([NH:35][C:33]([c:29]4[cH:28][c:27]([CH3:26])[cH:32][cH:31][cH:30]4)=[O:34])=[S:37])[cH:21][cH:22]3)[cH:7][cH:8][n:9][c:10]2[cH:11][c:12]1[O:13][CH3:14].